From a dataset of the Open Reaction Database (ORD), a public repository of structured organic reaction records. describe an organic reaction: reactants, conditions, products, and yield Reactants: CCOC(=O)CNC(=O)c1cn2nc(Cl)ccc2n1, CCOC(C)=O, O=C1CCC(=O)N1Cl, C1CCOC1. Product: CCOC(=O)CNC(=O)c1nc2ccc(Cl)nn2c1Cl. Reaction SMILES: [CH2:1]([CH3:2])[O:3][C:4]([CH2:5][NH:6][C:7](=[O:8])[c:9]1[n:10][c:11]2[n:12]([n:13][c:14]([Cl:17])[cH:15][cH:16]2)[cH:18]1)=[O:19].[CH3:33][CH2:34][O:35][C:36](=[O:37])[CH3:38].[Cl:20][N:21]1[C:22](=[O:23])[CH2:24][CH2:25][C:26]1=[O:27].[O:28]1[CH2:29][CH2:30][CH2:31][CH2:32]1>>[CH2:1]([CH3:2])[O:3][C:4]([CH2:5][NH:6][C:7](=[O:8])[c:9]1[n:10][c:11]2[n:12]([n:13][c:14]([Cl:17])[cH:15][cH:16]2)[c:18]1[Cl:20])=[O:19]. The reactants are C(#N)C1=C(OCC(CCl)O)C(=CC=C1)NC(CCCCC)=O (1-(2-cyano-6-hexanoylamino-phenoxy)-3-chloro-2-propanol), Cl (HCl). Product: Cl.C(#N)C1=C(OCC(CNC(C)C)O)C(=CC=C1)NC(CCCCC)=O (1-(2-Cyano-6-n-hexanoylamino-phenoxy)-3-isopropylamino-2-propanol hydrochloride). RXN SMILES: [C:1]([C:3]1[CH:14]=[CH:13][CH:12]=[C:11]([NH:15][C:16](=[O:22])[CH2:17][CH2:18][CH2:19][CH2:20][CH3:21])[C:4]=1[O:5][CH2:6][CH:7]([OH:10])[CH2:8][Cl:9])#[N:2].Cl>>[ClH:9].[C:1]([C:3]1[CH:14]=[CH:13][CH:12]=[C:11]([NH:15][C:16](=[O:22])[CH2:17][CH2:18][CH2:19][CH2:20][CH3:21])[C:4]=1[O:5][CH2:6][CH:7]([OH:10])[CH2:8][NH:15][CH:11]([CH3:12])[CH3:4])#[N:2] |f:2.3|. Procedure details: From 12.9 gm (0.04 mol) of 1-(2-cyano-6-hexanoylamino-phenoxy)-3-chloro-2-propanol and 13.6 ml (0.16 mol) of isopropylamine, 5.3 gm of amino-alcohol were obtained, which were converted into the hydrochloride by the addition of HCl. Yield: 4.7 gm; M.p.: 107° C. Reactants: CI, CN(C)C=O, [H-], [Na+], O, CCOC(=O)C(O)c1ccccc1COC1CCCCO1. The product is CCOC(=O)C(OC)c1ccccc1COC1CCCCO1. Reaction SMILES: [CH3:1][I:2].[CH3:27][N:28]([CH3:29])[CH:30]=[O:31].[H-:24].[Na+:25].[OH2:26].[OH:3][CH:4]([C:5](=[O:6])[O:7][CH2:8][CH3:9])[c:10]1[c:11]([CH2:16][O:17][CH:18]2[O:19][CH2:20][CH2:21][CH2:22][CH2:23]2)[cH:12][cH:13][cH:14][cH:15]1>>[CH3:1][O:3][CH:4]([C:5](=[O:6])[O:7][CH2:8][CH3:9])[c:10]1[c:11]([CH2:16][O:17][CH:18]2[O:19][CH2:20][CH2:21][CH2:22][CH2:23]2)[cH:12][cH:13][cH:14][cH:15]1. Reactants: NC(NCCC[C@H](NC(C(C1=CC=CC=C1)C1=CC=CC=C1)=O)C(=O)NCC1=CC(=C(C=C1)O)OC)=N[N+](=O)[O-] (N5 -[amino(nitroimino)methyl]-N2 -(diphenylacetyl)-N-[(4-hydroxy-3-methoxyphenyl)-methyl]-ornithinamide), C(C)(=O)O (acetic acid). Reagents/catalysts: [Pd] (palladium black). Product: N#N.C1(=CC=CC=C1)C(C(=O)N[C@@H](CCCNC(N)=N)C(=O)NCC1=CC(=C(C=C1)O)OC)C1=CC=CC=C1.C(C)(=O)[O-] (N2 (Diphenylacetyl)-N-[(4-hydroxy-3-methoxyphenyl)-methyl]-argininamide acetate). Yield: 97.0%. RXN SMILES: [NH2:1][C:2](=[N:37][N+:38]([O-])=O)[NH:3][CH2:4][CH2:5][CH2:6][C@@H:7]([C:24]([NH:26][CH2:27][C:28]1[CH:33]=[CH:32][C:31]([OH:34])=[C:30]([O:35][CH3:36])[CH:29]=1)=[O:25])[NH:8][C:9](=[O:23])[CH:10]([C:17]1[CH:22]=[CH:21][CH:20]=[CH:19][CH:18]=1)[C:11]1[CH:16]=[CH:15][CH:14]=[CH:13][CH:12]=1.[C:41]([OH:44])(=[O:43])[CH3:42]>[Pd]>[N:37]#[N:38].[C:17]1([CH:10]([C:11]2[CH:16]=[CH:15][CH:14]=[CH:13][CH:12]=2)[C:9]([NH:8][C@H:7]([C:24]([NH:26][CH2:27][C:28]2[CH:33]=[CH:32][C:31]([OH:34])=[C:30]([O:35][CH3:36])[CH:29]=2)=[O:25])[CH2:6][CH2:5][CH2:4][NH:3][C:2](=[NH:1])[NH2:37])=[O:23])[CH:18]=[CH:19][CH:20]=[CH:21][CH:22]=1.[C:41]([O-:44])(=[O:43])[CH3:42] |f:3.4.5|. Reported procedure: Prepared analogously to Example 1c) from N5 -[amino(nitroimino)methyl]-N2 -(diphenylacetyl)-N-[(4-hydroxy-3-methoxyphenyl)-methyl]-ornithinamide by catalytic hydrogenation in the presence of palladium black and 80% aqueous acetic acid in a yield of 97% of theory. Reactants: [H][H] (Hydrogen), CC(C)(C)C1=CC=C(C=C1)[N+](=O)[O-] (1-(1,1-Dimethylethyl)-4-nitrobenzene). Reagents/catalysts: [Pd] (palladium on charcoal). Run in C(C)O (ethanol), C(C)O (ethanol). Yields the product CC(C)(C)C1=CC=C(C=C1)N (4-(1,1-dimethylethyl)benzenamine). As a reaction SMILES: [CH3:1][C:2]([C:5]1[CH:10]=[CH:9][C:8]([N+:11]([O-])=O)=[CH:7][CH:6]=1)([CH3:4])[CH3:3].[H][H]>[Pd].C(O)C>[CH3:4][C:2]([C:5]1[CH:6]=[CH:7][C:8]([NH2:11])=[CH:9][CH:10]=1)([CH3:1])[CH3:3]. Procedure: Absolute ethanol (20 ml) was added to 10% palladium on charcoal (0.2 g) in a Parr hydrogenation bottle (500 ml volume). 1-(1,1-Dimethylethyl)-4-nitrobenzene (50 g) in absolute ethanol (100 ml) was added. Hydrogen was admitted to the bottle and the mixture shaken at 60 psi over night. The catalyst was removed by filtration through Celite under nitrogen, the filtrate was reduced in vacuo and the residue distilled at 96° C./0.3 mm Hg to give 4-(1,1-dimethylethyl)benzenamine as an oil.